describe an organic reaction: reactants, conditions, products, and yield From a dataset of the Open Reaction Database (ORD), a public repository of structured organic reaction records. The reactants are C1(=CC=CC=C1)N1C(N=NC1=O)=O.[Si](C)(C)(C(C)(C)C)O[C@H]1C[C@@H](CC2=CC=C3[C@@H]4CC[C@@H]([C@@]4(C)CC[C@@H]3[C@@]12C)COCCCC(CC)(O[Si](CC)(CC)CC)CC)O[Si](C)(C)C(C)(C)C (1α,3β-bis(tert-butyldimethylsilyloxy)-17β-{4-ethyl-4-(triethylsilyloxy)hexyloxymethyl}androsta-5,7-diene 4-phenyl-1,2,4-triazoline-3,5-dione). Run in CN1C(N(CC1)C)=O (1,3-dimethyl-2-imidazolidinone). Conditions: temperature 140 celsius, time 2 hour. Yields the product [Si](C)(C)(C(C)(C)C)O[C@H]1C[C@@H](CC2=CC=C3[C@@H]4CC[C@@H]([C@@]4(C)CC[C@@H]3[C@@]12C)COCCCC(CC)(O[Si](CC)(CC)CC)CC)O[Si](C)(C)C(C)(C)C (1α,3β-bis(tert-butyldimethylsilyloxy)-17β-{4-ethyl-4-(triethylsilyloxy)hexyloxymethyl}androsta-5,7-diene). Isolated yield 48.9%. Reaction SMILES: C1(N2C(=O)N=NC2=O)C=CC=CC=1.[Si:14]([O:21][C@@H:22]1[C@@:39]2([CH3:40])[C:26](=[CH:27][CH:28]=[C:29]3[C@@H:38]2[CH2:37][CH2:36][C@@:34]2([CH3:35])[C@H:30]3[CH2:31][CH2:32][C@@H:33]2[CH2:41][O:42][CH2:43][CH2:44][CH2:45][C:46]([CH2:57][CH3:58])([O:49][Si:50]([CH2:55][CH3:56])([CH2:53][CH3:54])[CH2:51][CH3:52])[CH2:47][CH3:48])[CH2:25][C@@H:24]([O:59][Si:60]([C:63]([CH3:66])([CH3:65])[CH3:64])([CH3:62])[CH3:61])[CH2:23]1)([C:17]([CH3:20])([CH3:19])[CH3:18])([CH3:16])[CH3:15]>CN1CCN(C)C1=O>[Si:14]([O:21][C@@H:22]1[C@@:39]2([CH3:40])[C:26](=[CH:27][CH:28]=[C:29]3[C@@H:38]2[CH2:37][CH2:36][C@@:34]2([CH3:35])[C@H:30]3[CH2:31][CH2:32][C@@H:33]2[CH2:41][O:42][CH2:43][CH2:44][CH2:45][C:46]([CH2:57][CH3:58])([O:49][Si:50]([CH2:51][CH3:52])([CH2:55][CH3:56])[CH2:53][CH3:54])[CH2:47][CH3:48])[CH2:25][C@@H:24]([O:59][Si:60]([C:63]([CH3:64])([CH3:65])[CH3:66])([CH3:61])[CH3:62])[CH2:23]1)([C:17]([CH3:19])([CH3:18])[CH3:20])([CH3:16])[CH3:15] |f:0.1|. Reported procedure: After adding 1,3-dimethyl-2-imidazolidinone (10 ml) to 1α,3β-bis(tert-butyldimethylsilyloxy)-17β-{4-ethyl-4-(triethylsilyloxy)hexyloxymethyl}androsta-5,7-diene 4-phenyl-1,2,4-triazoline-3,5-dione adduct (0.45 g), the mixture was heated to 140° C. and reaction was proceeded for 2 hours. The reaction mixture was cooled and extracted with hexane. The organic layer was washed with saturated brine, dried over anhydrous magnesium sulfate and evaporated under reduced pressure to remove the solvent. The...